describe an organic reaction: reactants, conditions, products, and yield From a dataset of the Open Reaction Database (ORD), a public repository of structured organic reaction records. Reactants: FC1=CC=C(C=C1)C1=NOC(=C1COC=1C=CC(=NC1)C(=O)O)CO (5-[3-(4-fluoro-phenyl)-5-hydroxymethyl-isoxazol-4-ylmethoxy]-pyridine-2-carboxylic acid), CN1N=CC(=C1)N (1-methyl-1H-pyrazol-4-ylamine). Product: CN1N=CC(=C1)NC(=O)C1=NC=C(C=C1)OCC=1C(=NOC1CO)C1=CC=C(C=C1)F (5-[3-(4-Fluoro-phenyl)-5-hydroxymethyl-isoxazol-4-ylmethoxy]-pyridine-2-carboxylic acid (1-methyl-1H-pyrazol-4-yl)-amide). Yield: 54.0%. Reaction SMILES: [F:1][C:2]1[CH:7]=[CH:6][C:5]([C:8]2[C:12]([CH2:13][O:14][C:15]3[CH:16]=[CH:17][C:18]([C:21](O)=[O:22])=[N:19][CH:20]=3)=[C:11]([CH2:24][OH:25])[O:10][N:9]=2)=[CH:4][CH:3]=1.[CH3:26][N:27]1[CH:31]=[C:30]([NH2:32])[CH:29]=[N:28]1>>[CH3:26][N:27]1[CH:31]=[C:30]([NH:32][C:21]([C:18]2[CH:17]=[CH:16][C:15]([O:14][CH2:13][C:12]3[C:8]([C:5]4[CH:4]=[CH:3][C:2]([F:1])=[CH:7][CH:6]=4)=[N:9][O:10][C:11]=3[CH2:24][OH:25])=[CH:20][N:19]=2)=[O:22])[CH:29]=[N:28]1. Procedure details: As described for example 34b, 5-[3-(4-fluoro-phenyl)-5-hydroxymethyl-isoxazol-4-ylmethoxy]-pyridine-2-carboxylic acid (75 mg, 0.22 mmol) was converted, using 1-methyl-1H-pyrazol-4-ylamine instead of S-(+)-1-amino-2-propanol, to the title compound (50 mg, 54%), which was obtained as a colourless gum. MS: m/e=424.2 [M+H]+. Starting materials: CC(C)([O-])C.[K+] (Potassium tert-butoxide), O[C@@H]1C[C@H](N(C1)C(=O)OC(C)(C)C)C(=O)O (trans 4-hydroxy L-BOC-proline), BrC1=C(C=C2C=CN=C(C2=C1)Cl)OC (7-Bromo-1-chloro-6-methoxyisoquinoline). Run in CS(=O)C (DMSO), CS(=O)C (DMSO). Run at time 30 minute. The product is BrC1=C(C=C2C=CN=C(C2=C1)O[C@@H]1C[C@H](N(C1)C(=O)OC(C)(C)C)C(=O)O)OC ((4R)-4-[(7-Bromo-6-methoxyisoquinolin-1-yl)oxy]-1-(tert-butoxycarbonyl)-L-proline). As a reaction SMILES: CC(C)([O-])C.[K+].[OH:7][C@H:8]1[CH2:12][N:11]([C:13]([O:15][C:16]([CH3:19])([CH3:18])[CH3:17])=[O:14])[C@H:10]([C:20]([OH:22])=[O:21])[CH2:9]1.[Br:23][C:24]1[CH:33]=[C:32]2[C:27]([CH:28]=[CH:29][N:30]=[C:31]2Cl)=[CH:26][C:25]=1[O:35][CH3:36]>CS(C)=O>[Br:23][C:24]1[CH:33]=[C:32]2[C:27]([CH:28]=[CH:29][N:30]=[C:31]2[O:7][C@H:8]2[CH2:12][N:11]([C:13]([O:15][C:16]([CH3:17])([CH3:18])[CH3:19])=[O:14])[C@H:10]([C:20]([OH:22])=[O:21])[CH2:9]2)=[CH:26][C:25]=1[O:35][CH3:36] |f:0.1|. Reported procedure: Potassium tert-butoxide (14.1 g, 125 mmol) was added to a solution of trans 4-hydroxy L-BOC-proline (9.67 g, 41.8 mmol) in DMSO (180 mL) at RT. The reaction mixture was stirred at RT for 30 min and cooled to 15° C. The product from step 3 (11.4 g, 41.8 mmol) was added to the reaction mixture as a solution in DMSO (45 mL); the reaction mixture was allowed to warm to RT and stirred for 30 min. The reaction mixture was quenched with ice-cold 10% citric acid solution and partitioned with EtOAc. The ... Reactants: COCC1CC2C3CCC(=O)C3(C)CCC2C2(C)CCC(=O)CC12, CCOCC, CCOC(C)=O, Cl, Cl, NCCON. The product is COCC1CC2C3CCC(=O)C3(C)CCC2C2(C)CCC(=NOCCN)CC12, Cl. Reaction SMILES: [CH3:1][O:2][CH2:3][CH:4]1[CH2:5][CH:6]2[CH:7]3[CH2:8][CH2:9][C:10](=[O:24])[C:11]3([CH3:12])[CH2:13][CH2:14][CH:15]2[C:16]2([CH3:23])[CH2:17][CH2:18][C:19](=[O:22])[CH2:20][CH:21]12.[CH3:32][CH2:33][O:34][CH2:35][CH3:36].[CH3:37][CH2:38][O:39][C:40]([CH3:41])=[O:42].[ClH:25].[ClH:26].[NH2:27][CH2:28][CH2:29][O:30][NH2:31]>>[CH3:1][O:2][CH2:3][CH:4]1[CH2:5][CH:6]2[CH:7]3[CH2:8][CH2:9][C:10](=[O:24])[C:11]3([CH3:12])[CH2:13][CH2:14][CH:15]2[C:16]2([CH3:23])[CH2:17][CH2:18][C:19](=[N:31][O:30][CH2:29][CH2:28][NH2:27])[CH2:20][CH:21]12.[ClH:25]. Starting materials: Br.C(C)(=O)O (hydrogen bromide acetic acid), C(CCC)(=O)NC1CC2=CC=C(C=C2C1)C=1CCC(NN1)=O (2-butyrylamino-5-[4,5-dihydropyridazin-3(2H)-on-6-yl]indane), CS(=O)C (dimethyl sulfoxide). Solvent: C(C)(=O)O (acetic acid). Run at time 3.5 hour. Product: C(CCC)(=O)NC1CC2=CC=C(C=C2C1)C=1C=CC(NN1)=O (2-butyrylamino-5-[pyridazin-3(2H)-on-6-yl]indane). Yield: 88.1%. Reaction SMILES: Br.C(O)(=O)C.[C:6]([NH:11][CH:12]1[CH2:20][C:19]2[C:14](=[CH:15][CH:16]=[C:17]([C:21]3[CH2:22][CH2:23][C:24](=[O:27])[NH:25][N:26]=3)[CH:18]=2)[CH2:13]1)(=[O:10])[CH2:7][CH2:8][CH3:9].CS(C)=O>C(O)(=O)C>[C:6]([NH:11][CH:12]1[CH2:20][C:19]2[C:14](=[CH:15][CH:16]=[C:17]([C:21]3[CH:22]=[CH:23][C:24](=[O:27])[NH:25][N:26]=3)[CH:18]=2)[CH2:13]1)(=[O:10])[CH2:7][CH2:8][CH3:9] |f:0.1|. Reported procedure: 20 m of a 25% hydrogen bromide-acetic acid solution was added to 4.00 g of 2-butyrylamino-5-[4,5-dihydropyridazin-3(2H)-on-6-yl]indane suspended in 45 ml of acetic acid, and then 1.14 ml of dimethyl sulfoxide was added to the mixture. The resulting mixture was stirred at room temperature for 3.5 hours. Hydrogen bromide-acetic acid was removed, and the residue was recrystallized from hydrous ethanol to obtain 3.50 g of 2-butyrylamino-5-[pyridazin-3(2H)-on-6-yl]indane. Reactants: [H][H] (hydrogen), C1COC2(CCC(CC2)(O)C2=C(C=CC=C2)C)O1 (4-(2-methylphenyl)-4-hydroxycyclohexanone ethylene ketal), Cl (hydrochloric acid). Reagents/catalysts: [Pd] (palladium-on-carbon). The solvent is O1CCOCC1 (dioxane). Conditions: time 48 hour. Product: CC1=C(C=CC=C1)C1CCC(CC1)=O (4-(2-Methylphenyl)cyclohexanone). Yield: 35.0%. Reaction SMILES: C1O[C:4]2([CH2:9][CH2:8][C:7]([C:11]3[CH:16]=[CH:15][CH:14]=[CH:13][C:12]=3[CH3:17])(O)[CH2:6][CH2:5]2)[O:3]C1.Cl.[H][H]>O1CCOCC1.[Pd]>[CH3:17][C:12]1[CH:13]=[CH:14][CH:15]=[CH:16][C:11]=1[CH:7]1[CH2:8][CH2:9][C:4](=[O:3])[CH2:5][CH2:6]1. Procedure: A solution of 4-(2-methylphenyl)-4-hydroxycyclohexanone ethylene ketal from the preceding step in 800 mL dioxane was treated with 16 mL concentrated hydrochloric acid and 30 grams 10% palladium-on-carbon under 35 p.s.i. hydrogen for 24 hours, then filtered through Celite® to remove the catalyst. The filtrate was treated with 230 mL water and stirred at room temperature for 48 hours. The solution was evaporated, the pH adjusted to 8 with saturated aqueous sodium bicarbonate solution, and extracte...